Dataset: the Open Reaction Database (ORD), a public repository of structured organic reaction records. Task: describe an organic reaction: reactants, conditions, products, and yield Reactants: [H-].[Na+] (sodium hydride), FC=1C=C(C=CC1F)CO ((3,4-difluorophenyl)methanol), ClC=1C=C2N(C(N1)=O)CCN2C(=O)OC(C)(C)C (tert-butyl 7-chloro-5-oxo-2,3-dihydroimidazo[1,2-c]pyrimidine-1(5H)-carboxylate). Solvent: C1CCOC1 (THF). Product: FC=1C=C(COC=2C=C3N(C(N2)=O)CCN3)C=CC1F (7-((3,4-difluorobenzyl)oxy)-2,3-dihydroimidazo[1,2-c]pyrimidin-5(1H)-one). Reaction SMILES: [H-].[Na+].[F:3][C:4]1[CH:5]=[C:6]([CH2:11][OH:12])[CH:7]=[CH:8][C:9]=1[F:10].Cl[C:14]1[CH:15]=[C:16]2[N:23](C(OC(C)(C)C)=O)[CH2:22][CH2:21][N:17]2[C:18](=[O:20])[N:19]=1>C1COCC1>[F:3][C:4]1[CH:5]=[C:6]([CH:7]=[CH:8][C:9]=1[F:10])[CH2:11][O:12][C:14]1[CH:15]=[C:16]2[NH:23][CH2:22][CH2:21][N:17]2[C:18](=[O:20])[N:19]=1 |f:0.1|. Procedure: Prepared in a manner similar to that described for E65 using sodium hydride (44.2 mg, 1.104 mmol) in THF (5 mL), (3,4-difluorophenyl)methanol (106 mg, 0.736 mmol) and tert-butyl 7-chloro-5-oxo-2,3-dihydroimidazo[1,2-c]pyrimidine-1(5H)-carboxylate (100 mg, 0.368 mmol). Reactants: C(=O)(C)C(=O)C (biacetyl), C(C)(=O)C12CC3(CC(CC(C1)(C3)C)(C2)C)C(C)=O (1,3-diacetyl-5,7-dimethyladamantane). Yields the product C(C)(=O)C12CC3(CC(CC(C1)C3)(C2)C)C (1-acetyl-3,5-dimethyladamantane), C(C)(=O)C12CC3(CC(CC(C1)(C3)O)(C2)C)C (1-acetyl-3,5-dimethyl-7-adamantanol), CC12CC3(CC(CC(C1)C3)(C2)O)C (1,3-dimethyl-5-adamantanol), CC12CC3(C(C(CC(C1)C3)C2)=O)C (1,3-dimethyl-4-adamantanone). Isolated yield 5.0%. As a reaction SMILES: C(C(C)=O)(C)=[O:2].[C:7]([C:10]12[CH2:20][C:14]3([CH3:21])[CH2:15][C:16]([CH3:19])([CH2:18][C:12]([C:22](=O)C)([CH2:13]3)[CH2:11]1)[CH2:17]2)(=[O:9])[CH3:8]>>[C:7]([C:10]12[CH2:20][C:14]3([CH3:21])[CH2:15][CH:16]([CH2:18][C:12]([CH3:22])([CH2:13]3)[CH2:11]1)[CH2:17]2)(=[O:9])[CH3:8].[C:7]([C:10]12[CH2:20][C:14]3([CH3:21])[CH2:13][C:12]([OH:2])([CH2:18][C:16]([CH3:19])([CH2:15]3)[CH2:17]1)[CH2:11]2)(=[O:9])[CH3:8].[CH3:21][C:14]12[CH2:15][C:16]3([OH:2])[CH2:17][CH:10]([CH2:11][C:12]([CH3:22])([CH2:18]3)[CH2:13]1)[CH2:20]2.[CH3:21][C:14]12[CH2:20][CH:10]3[CH2:17][CH:16]([CH2:18][C:12]([CH3:11])([C:7]3=[O:9])[CH2:13]1)[CH2:15]2. Procedure: Except that the amount of biacetyl was changed to 18 mmol, the procedure of Example 8 was repeated to give 1-acetyl-3,5-dimethyladamantane (yield 18%, selectivity 29%), 1,3-diacetyl-5,7-dimethyladamantane (trace), 1-acetyl-3,5-dimethyl-7-adamantanol (yield 2%, selectivity 3%), 1,3-dimethyl-5-adamantanol (yield 24%, selectivity 38%), and 1,3-dimethyl-4-adamantanone (yield 5%, selectivity 38%), at a conversion rate from 1,3-dimethyladamantane of 63%. The reactants are BrC1=C(C=C(C=C1F)OC)F (4-bromo-3,5-difluoroanisole), ClC1=C(C=CC(=C1)CC(=O)OC)B(O)O (2-chloro-4-(2-methoxy-2-oxoethyl)phenylboronic acid), ClC1=C(C=CC(=C1)CC(=O)OC)B(O)O (2-chloro-4-(2-methoxy-2-oxoethyl)phenylboronic acid), C([O-])([O-])=O.[Na+].[Na+] (sodium carbonate). The reagents and catalysts are C=1C=CC(=CC1)[P](C=2C=CC=CC2)(C=3C=CC=CC3)[Pd]([P](C=4C=CC=CC4)(C=5C=CC=CC5)C=6C=CC=CC6)([P](C=7C=CC=CC7)(C=8C=CC=CC8)C=9C=CC=CC9)[P](C=1C=CC=CC1)(C=1C=CC=CC1)C=1C=CC=CC1 (tetrakis(triphenylphosphine)palladium(0)). Solvent: COCCOC (DME). Reaction conditions: temperature 85 celsius, time 17 hour. Yields the product ClC1=C(C=CC(=C1)CC(=O)O)C1=C(C=C(C=C1F)OC)F (2-(2-chloro-2′,6′-difluoro-4′-methoxybiphenyl-4-yl)acetic acid). Yield: 72.4%. RXN SMILES: Br[C:2]1[C:7]([F:8])=[CH:6][C:5]([O:9][CH3:10])=[CH:4][C:3]=1[F:11].[Cl:12][C:13]1[CH:18]=[C:17]([CH2:19][C:20]([O:22]C)=[O:21])[CH:16]=[CH:15][C:14]=1B(O)O.C(=O)([O-])[O-].[Na+].[Na+]>COCCOC.C1C=CC([P]([Pd]([P](C2C=CC=CC=2)(C2C=CC=CC=2)C2C=CC=CC=2)([P](C2C=CC=CC=2)(C2C=CC=CC=2)C2C=CC=CC=2)[P](C2C=CC=CC=2)(C2C=CC=CC=2)C2C=CC=CC=2)(C2C=CC=CC=2)C2C=CC=CC=2)=CC=1>[Cl:12][C:13]1[CH:18]=[C:17]([CH2:19][C:20]([OH:22])=[O:21])[CH:16]=[CH:15][C:14]=1[C:2]1[C:7]([F:8])=[CH:6][C:5]([O:9][CH3:10])=[CH:4][C:3]=1[F:11] |f:2.3.4,^1:42,44,63,82|. Procedure: A solution of 4-bromo-3,5-difluoroanisole (645 mg, 2.89 mmol) and 2-chloro-4-(2-methoxy-2-oxoethyl)phenylboronic acid (Intermediate 2-6; 859 mg, 3.76 mmol) and sodium carbonate (2.89 mL, 5.78 mmol), tetrakis(triphenylphosphine)palladium(0) (207 mg, 0.18 mmol) in DME (20 mL) was degassed and then stirred at 85° C. for 17 hours. The reaction mixture was allowed to cool, evaporated and partitioned between EtOAc (75 mL), water (40 mL) and saturated brine (15 mL), The aqueous phase was acidified with... The reactants are COC(=O)C1C2C(N(C1)C(=O)OCC1=CC=CC=C1)CCN2C(=O)OC(C)(C)C (Hexahydro-pyrrolo[3,2-b]pyrrole-1,3,4-tricarboxylic acid 1-benzyl ester 4-tert-butyl ester 3-methyl ester), C[O-].[Na+] (NaOMe). Solvent: CO (MeOH), CO (MeOH). Conditions: time 16 hour. Product: C(C)(C)(C)OC(=O)N1CCC2N(CC(C21)C(=O)O)C(=O)OCC2=CC=CC=C2 (Hexahydro-pyrrolo[3,2-b]pyrrole-1,3,4-tricarboxylic acid 1-benzyl ester 4-tert-butyl ester). Yield: 101.7%. RXN SMILES: C[O:2][C:3]([CH:5]1[CH2:9][N:8]([C:10]([O:12][CH2:13][C:14]2[CH:19]=[CH:18][CH:17]=[CH:16][CH:15]=2)=[O:11])[CH:7]2[CH2:20][CH2:21][N:22]([C:23]([O:25][C:26]([CH3:29])([CH3:28])[CH3:27])=[O:24])[CH:6]12)=[O:4].C[O-].[Na+]>CO>[C:26]([O:25][C:23]([N:22]1[CH:6]2[CH:7]([N:8]([C:10]([O:12][CH2:13][C:14]3[CH:19]=[CH:18][CH:17]=[CH:16][CH:15]=3)=[O:11])[CH2:9][CH:5]2[C:3]([OH:4])=[O:2])[CH2:20][CH2:21]1)=[O:24])([CH3:29])([CH3:27])[CH3:28] |f:1.2|. Procedure: A solution of 25 (1.4 g, 3.5 mmol) in MeOH (20 mL) was added to a solution of NaOMe (0.34 g, 6.3 mmol) in MeOH at ambient temperature. The reaction mixture was stirred for 16 h and then concentrated. The residue was diluted with EtOAc, washed successively with 1M HCl, brine, dried over anhydrous Na2SO4, filtered and concentrated to afford 13 as an orange-colored foam (1.39 g) that was used without further purification. The reactants are [BH3-]C#N, CO, Cc1cccc(C(O)CN)c1, [Na+], COC(=O)Cc1ccc(OCC(C)=O)cc1, c1ccccc1. The product is COC(=O)Cc1ccc(OCC(C)CC(O)c2cccc(C)c2)cc1. RXN SMILES: [C:34]([BH3-:35])#[N:36].[CH3:38][OH:39].[NH2:1][CH2:2][CH:3]([OH:4])[c:5]1[cH:6][c:7]([CH3:11])[cH:8][cH:9][cH:10]1.[Na+:37].[O:12]=[C:13]([CH2:14][O:15][c:16]1[cH:17][cH:18][c:19]([CH2:22][C:23](=[O:24])[O:25][CH3:26])[cH:20][cH:21]1)[CH3:27].[cH:28]1[cH:29][cH:30][cH:31][cH:32][cH:33]1>>[CH2:2]([CH:3]([OH:4])[c:5]1[cH:6][c:7]([CH3:11])[cH:8][cH:9][cH:10]1)[CH:13]([CH2:14][O:15][c:16]1[cH:17][cH:18][c:19]([CH2:22][C:23](=[O:24])[O:25][CH3:26])[cH:20][cH:21]1)[CH3:27]. The reactants are [Br-], CCCC[P+](CCCC)(CCCC)CCCC, C[S-], Clc1ccc(Cl)cc1, [Na+]. Yields the product CSc1ccc(Cl)cc1. Reaction SMILES: [Br-:12].[CH2:13]([P+:14]([CH2:15][CH2:16][CH2:17][CH3:18])([CH2:19][CH2:20][CH2:21][CH3:22])[CH2:23][CH2:24][CH2:25][CH3:26])[CH2:27][CH2:28][CH3:29].[CH3:9][S-:10].[Cl:1][c:2]1[cH:3][cH:4][c:5]([Cl:6])[cH:7][cH:8]1.[Na+:11]>>[Cl:1][c:2]1[cH:3][cH:4][c:5]([S:10][CH3:9])[cH:7][cH:8]1. Starting materials: [BH4-].[Na+] (sodium borohydride), [Cl-].[NH4+] (ammonium chloride), [BH4-].[Li+] (Lithium borohydride), C(C)OC(C(C)(C)N1CCC(CC1)(C1=NC=C(C=C1)NC(=O)C=1C=NN(C1C)C1=NC=C(C=C1)C(F)(F)F)C#N)=O (2-{4-cyano-4-[5-({5-methyl-1-[5-(trifluoromethyl)pyridin-2-yl]-1H-pyrazole-4-carbonyl}amino)pyridin-2-yl]piperidin-1-yl}-2-methylpropanoic acid ethyl ester), [BH4-].[Li+] (lithium borohydride). Solvent: CO (methanol), O1CCCC1 (tetrahydrofuran). Run at time 1.5 hour. Yields the product C(#N)C1(CCN(CC1)C(CO)(C)C)C1=CC=C(C=N1)NC(=O)C=1C=NN(C1C)C1=NC=C(C=C1)C(F)(F)F (N-{6-[4-Cyano-1-(1,1-dimethyl-2-hydroxyethyl)piperidin-4-yl]pyridin-3-yl}-5-methyl-1-[5-(trifluoromethyl)pyridin-2-yl]-1H-pyrazole-4-carboxamide). Isolated yield 11.8%. RXN SMILES: [BH4-].[Li+].C([O:5][C:6](=O)[C:7]([N:10]1[CH2:15][CH2:14][C:13]([C:41]#[N:42])([C:16]2[CH:21]=[CH:20][C:19]([NH:22][C:23]([C:25]3[CH:26]=[N:27][N:28]([C:31]4[CH:36]=[CH:35][C:34]([C:37]([F:40])([F:39])[F:38])=[CH:33][N:32]=4)[C:29]=3[CH3:30])=[O:24])=[CH:18][N:17]=2)[CH2:12][CH2:11]1)([CH3:9])[CH3:8])C.[BH4-].[Na+].[Cl-].[NH4+]>O1CCCC1.CO>[C:41]([C:13]1([C:16]2[N:17]=[CH:18][C:19]([NH:22][C:23]([C:25]3[CH:26]=[N:27][N:28]([C:31]4[CH:36]=[CH:35][C:34]([C:37]([F:39])([F:40])[F:38])=[CH:33][N:32]=4)[C:29]=3[CH3:30])=[O:24])=[CH:20][CH:21]=2)[CH2:12][CH2:11][N:10]([C:7]([CH3:8])([CH3:9])[CH2:6][OH:5])[CH2:15][CH2:14]1)#[N:42] |f:0.1,3.4,5.6|. Procedure details: 2-Bromo-2-methylpropanoic acid ethyl ester (193 μl) was added to a suspension of N-[6-(4-cyanopiperidin-4-yl)pyridin-3-yl]-5-methyl-1-[5-(trifluoromethyl)pyridin-2-yl]-1H-pyrazole-4-carboxamide (455 mg) described in Reference Example 169 and potassium carbonate (276 mg) in N,N-dimethylformamide (3.3 ml) and stirred at 50° C. for 12 hours. Then, 2-bromo-2-methylpropanoic acid ethyl ester (100 μl) and potassium carbonate (276 mg) were added and stirred at 50° C. for 5 hours and at 80° C. for 3 hou...